From a dataset of the Open Reaction Database (ORD), a public repository of structured organic reaction records. describe an organic reaction: reactants, conditions, products, and yield The reactants are B, C1CCOC1, C1CCOC1, [Cl-], [NH4+], CC(SCC(=O)N1CCCc2c(O)cccc21)(c1ccccc1)c1ccccc1. The product is CC(SCCN1CCCc2c(O)cccc21)(c1ccccc1)c1ccccc1. Reaction SMILES: [BH3:30].[CH2:31]1[O:32][CH2:33][CH2:34][CH2:35]1.[CH2:38]1[O:39][CH2:40][CH2:41][CH2:42]1.[Cl-:36].[NH4+:37].[c:1]1([C:7]([CH3:8])([c:9]2[cH:10][cH:11][cH:12][cH:13][cH:14]2)[S:15][CH2:16][C:17](=[O:18])[N:19]2[CH2:20][CH2:21][CH2:22][c:23]3[c:24]([OH:29])[cH:25][cH:26][cH:27][c:28]32)[cH:2][cH:3][cH:4][cH:5][cH:6]1>>[c:1]1([C:7]([CH3:8])([c:9]2[cH:10][cH:11][cH:12][cH:13][cH:14]2)[S:15][CH2:16][CH2:17][N:19]2[CH2:20][CH2:21][CH2:22][c:23]3[c:24]([OH:29])[cH:25][cH:26][cH:27][c:28]32)[cH:2][cH:3][cH:4][cH:5][cH:6]1. The reactants are COC1=CC=C(CCl)C=C1 (4-Methoxybenzyl chloride), [H-].[Na+] (Sodium hydride), suspension, BrC=1C=C(C=C(C1O)Br)C1=NOC(=N1)C(=O)OCC (ethyl 3-(3,5-dibromo-4-hydroxyphenyl)-1,2,4-oxadiazole-5-carboxylate), O (water). The solvent is CN(C=O)C (dimethylformamide). Conditions: time 15 minute. Product: BrC=1C=C(C=C(C1OCC1=CC=C(C=C1)OC)Br)C1=NOC(=N1)C(=O)OCC (Ethyl 3-(3,5-dibromo-4-(4-methoxybenzyloxy)phenyl)-1,2,4-oxadiazole-5-carboxylate). Yield: 65.6%. As a reaction SMILES: [H-].[Na+].[Br:3][C:4]1[CH:5]=[C:6]([C:12]2[N:16]=[C:15]([C:17]([O:19][CH2:20][CH3:21])=[O:18])[O:14][N:13]=2)[CH:7]=[C:8]([Br:11])[C:9]=1[OH:10].[CH3:22][O:23][C:24]1[CH:31]=[CH:30][C:27]([CH2:28]Cl)=[CH:26][CH:25]=1.O>CN(C)C=O>[Br:3][C:4]1[CH:5]=[C:6]([C:12]2[N:16]=[C:15]([C:17]([O:19][CH2:20][CH3:21])=[O:18])[O:14][N:13]=2)[CH:7]=[C:8]([Br:11])[C:9]=1[O:10][CH2:28][C:27]1[CH:30]=[CH:31][C:24]([O:23][CH3:22])=[CH:25][CH:26]=1 |f:0.1|. Procedure: Sodium hydride (100 mg of a 60% suspension in oil, 2.5 mmol) was added to a stirred solution of ethyl 3-(3,5-dibromo-4-hydroxyphenyl)-1,2,4-oxadiazole-5-carboxylate (980 mg, 2.5 mmol) in dry dimethylformamide (5 mL) under nitrogen and the mixture was stirred at room temperature for 15 minutes. 4-Methoxybenzyl chloride (470 mg, 3.0 mmol) was added and the resulting solution was stirred at 50° C. for 20 h. The cooled mixture was treated with water (10 mL) to give a colourless solid that was filter...